Dataset: the Open Reaction Database (ORD), a public repository of structured organic reaction records. Task: describe an organic reaction: reactants, conditions, products, and yield The reactants are FC([C@@H]1CC[C@H](CC1)N)(F)F (trans-4-trifluoromethyl-cyclohexylamine), TEA, ClC1=C(C(=O)Cl)C=CC(=N1)Cl (2,6-Dichloro-nicotinoyl chloride). The solvent is C1CCOC1 (THF), C1CCOC1 (THF). Reaction conditions: time 20 minute. Yields the product ClC1=C(C(=O)N[C@@H]2CC[C@H](CC2)C(F)(F)F)C=CC(=N1)Cl (2,6-Dichloro-N-(trans-4-trifluoromethyl-cyclohexyl)-nicotinamide). Reaction SMILES: [F:1][C:2]([F:11])([F:10])[C@H:3]1[CH2:8][CH2:7][C@H:6]([NH2:9])[CH2:5][CH2:4]1.[Cl:12][C:13]1[N:21]=[C:20]([Cl:22])[CH:19]=[CH:18][C:14]=1[C:15](Cl)=[O:16]>C1COCC1>[Cl:12][C:13]1[N:21]=[C:20]([Cl:22])[CH:19]=[CH:18][C:14]=1[C:15]([NH:9][C@H:6]1[CH2:5][CH2:4][C@H:3]([C:2]([F:10])([F:11])[F:1])[CH2:8][CH2:7]1)=[O:16]. Procedure: A mixture of trans-4-trifluoromethyl-cyclohexylamine (4.8 g) and TEA (8.3 mL, 59.4 mmol) in THF (150 mL) is stirred for 20 min at rt. 2,6-Dichloro-nicotinoyl chloride (5.0 g, 23.8 mmol) in THF (50 mL) is added dropwise under cooling and the mixture is stirred at rt for 2 h. The reaction mixture is filtered and the filtrate is concentrated. The residue is treated with water, filtered off, washed with water and dried to give the sub-title compound. Reactants: C(C)(=O)OC1N(N=C(OC1)C1=CC(=CC=C1)C(F)(F)F)C(=O)NC1=CC=C(C=C1)C(F)(F)F (5,6-dihydro-5-acetyloxy-2-[3-(trifluoromethyl)phenyl]-N-[4-(trifluoro-methyl)phenyl]-4H-1,3,4-oxadiazine-4-carboxamide), C(CCC)S (butanethiol), B(F)(F)F.CCOCC (borontrifluoride etherate). Run in ClCCl (dichloromethane). Run at time 1 hour. Product: C(CCC)SC1N(N=C(OC1)C1=CC(=CC=C1)C(F)(F)F)C(=O)NC1=CC=C(C=C1)C(F)(F)F (5-(butylthio)-5,6-dihydro-2-[3-(trifluoromethyl)phenyl]-N-[4-(trifluoromethyl)phenyl]-4H-1,3,4-oxadiazine-4-carboxamide). Reaction SMILES: C(O[CH:5]1[CH2:10][O:9][C:8]([C:11]2[CH:16]=[CH:15][CH:14]=[C:13]([C:17]([F:20])([F:19])[F:18])[CH:12]=2)=[N:7][N:6]1[C:21]([NH:23][C:24]1[CH:29]=[CH:28][C:27]([C:30]([F:33])([F:32])[F:31])=[CH:26][CH:25]=1)=[O:22])(=O)C.[CH2:34]([SH:38])[CH2:35][CH2:36][CH3:37].B(F)(F)F.CCOCC>ClCCl>[CH2:34]([S:38][CH:5]1[CH2:10][O:9][C:8]([C:11]2[CH:16]=[CH:15][CH:14]=[C:13]([C:17]([F:20])([F:19])[F:18])[CH:12]=2)=[N:7][N:6]1[C:21]([NH:23][C:24]1[CH:29]=[CH:28][C:27]([C:30]([F:31])([F:32])[F:33])=[CH:26][CH:25]=1)=[O:22])[CH2:35][CH2:36][CH3:37] |f:2.3|. Procedure details: To a cooled (−78° C.) mixture of 3.0 g 5,6-dihydro-5-acetyloxy-2-[3-(trifluoromethyl)phenyl]-N-[4-(trifluoro-methyl)phenyl]-4H-1,3,4-oxadiazine-4-carboxamide (prepared in D above) and 2.0 ml butanethiol in 50 ml dichloromethane was added 1.0 ml borontrifluoride etherate. The cooling bath was removed and the mixture was stirred for 1 h. The mixture was then quenched with saturated sodium bicarbonate and the phases were separated. The organic phase was washed with 1 M sodium hydroxide and saturate... As a reaction SMILES: [CH2:13]1[CH2:14][CH2:15][CH2:16][CH2:17][CH2:18]1.[ClH:1].[OH:2][c:3]1[cH:4][c:5]([CH:9]([CH2:10][NH2:11])[OH:12])[cH:6][cH:7][cH:8]1.[cH:19]1[cH:20][cH:21][cH:22][cH:23][cH:24]1>>[OH:2][c:3]1[cH:4][c:5]([CH:9]2[CH2:10][NH:11][C:13]3([O:12]2)[CH2:14][CH2:15][CH2:16][CH2:17][CH2:18]3)[cH:6][cH:7][cH:8]1. The product is Oc1cccc(C2CNC3(CCCCC3)O2)c1. Reactants: C1CCCCC1, Cl, NCC(O)c1cccc(O)c1, c1ccccc1. Starting materials: C(CCC)C=1N(C(=CN1)\C=C\1/NC(NC1=O)=O)CC1=CC=C(C(=O)OC)C=C1 (methyl Z-4-[[2-butyl-5-[(2,5-dioxo-4-imidazolidinylidene)methyl]-1H-imidazol-1-yl]methyl]benzoate), [H-].[Na+] (sodium hydride), C[Si](C)(C)CCOCCl ((Trimethylsilyl)ethoxymethyl chloride). Solvent: CN(C)C=O (DMF). Reaction conditions: time 5 minute. The product is C(CCC)C=1N(C(=CN1)\C=C\1/NC(N(C1=O)COCC[Si](C)(C)C)=O)CC1=CC=C(C(=O)OC)C=C1 (Methyl Z-4-[[2-butyl-5-[[2,5-dioxo-1-[[2-(trimethylsilyl)ethoxy]methyl]-4-imidazolidinylidene]methyl]-1H-imidazol-1-yl]methyl]benzoate). RXN SMILES: [CH2:1]([C:5]1[N:6]([CH2:18][C:19]2[CH:28]=[CH:27][C:22]([C:23]([O:25][CH3:26])=[O:24])=[CH:21][CH:20]=2)[C:7](/[CH:10]=[C:11]2\[NH:12][C:13](=[O:17])[NH:14][C:15]\2=[O:16])=[CH:8][N:9]=1)[CH2:2][CH2:3][CH3:4].[H-].[Na+].[CH3:31][Si:32]([CH2:35][CH2:36][O:37][CH2:38]Cl)([CH3:34])[CH3:33]>CN(C=O)C>[CH2:1]([C:5]1[N:6]([CH2:18][C:19]2[CH:20]=[CH:21][C:22]([C:23]([O:25][CH3:26])=[O:24])=[CH:27][CH:28]=2)[C:7](/[CH:10]=[C:11]2\[NH:12][C:13](=[O:17])[N:14]([CH2:38][O:37][CH2:36][CH2:35][Si:32]([CH3:34])([CH3:33])[CH3:31])[C:15]\2=[O:16])=[CH:8][N:9]=1)[CH2:2][CH2:3][CH3:4] |f:1.2|. Reported procedure: To a solution of methyl Z-4-[[2-butyl-5-[(2,5-dioxo-4-imidazolidinylidene)methyl]-1H-imidazol-1-yl]methyl]benzoate (0.200 g, 0.524 mmol) in DMF (2 mL) is added sodium hydride (80% in oil, 0.02 g, 0.67 mmol) and the mixture stirred for 5 minutes. (Trimethylsilyl)ethoxymethyl chloride SEM-C1 (0.100 mL, 0.536 mmol) is added and the mixture allowed to stir for 16 hours. The solvents are removed in vacuo and the residue dissolved in ethyl acetate and water. After drying the organic fraction over MgSO... Run in CO (Methanol), CO (Methanol). Yields the product COC(C)C1=NC2=C(N1)C=CC=C2 (2-(1-methoxyethyl)-1H-benzo[d]imidazole). Starting materials: ClC(C)C1=NC2=C(N1)C=CC=C2 (2-(1-chloroethyl)-1H-benzo[d]imidazole), C[O-].[Na+] (Sodium Methoxide). Procedure details: 2-(1-chloroethyl)-1H-benzo[d]imidazole (0.39 g) and 25 wt % solution of Sodium Methoxide in Methanol (0.96 mL) in 10 mL of Methanol was heated for 20 minutes at 150° C. in a microwave synthesizer. The reaction mixture was extracted with EtOAc and sat NH4 chloride. The organic layer was dried, filtered and concentrated to afford crude 2-(1-methoxyethyl)-1H-benzo[d]imidazole in quantitative yield. RXN SMILES: Cl[CH:2]([C:4]1[NH:8][C:7]2[CH:9]=[CH:10][CH:11]=[CH:12][C:6]=2[N:5]=1)[CH3:3].[CH3:13][O-:14].[Na+]>CO>[CH3:13][O:14][CH:2]([C:4]1[NH:8][C:7]2[CH:9]=[CH:10][CH:11]=[CH:12][C:6]=2[N:5]=1)[CH3:3] |f:1.2|. The reactants are CS(=O)(=O)N (methanesulfonamide), [H-].[Na+] (sodium hydride), C(C)(C)(C)C1=CC=C(C=C1)C1=CC(=CC=C1)C1NC2=C(C=C(C=C2CC1(C)C)Cl)C(=O)O (2-(4′-tert-butyl-biphenyl-3-yl)-6-chloro-3,3-dimethyl-1,2,3,4-tetrahydro-quinoline-8-carboxylic acid), C(=O)(N1C=NC=C1)N1C=NC=C1 (1,1′-carbonyldiimidazole), [H-].[Na+] (sodium hydride), CS(=O)(=O)N (methanesulfonamide). The solvent is CN(C=O)C (N,N-dimethylformamide), CN(C=O)C (N,N-dimethylformamide), CN(C=O)C (N,N-dimethylformamide). Conditions: temperature 25 celsius, time 1 hour. Yields the product C(C)(C)(C)C1=CC=C(C=C1)C1=CC(=CC=C1)C1NC2=C(C=C(C=C2CC1(C)C)Cl)C(=O)NS(=O)(=O)C (N-[2-(4′-tert-butyl-biphenyl-3-yl)-6-chloro-3,3-dimethyl-1,2,3,4-tetrahydro-quinoline-8-carbonyl]-methanesulfonamide). Yield: 39.8%. Reaction SMILES: [H-].[Na+].[CH3:3][S:4]([NH2:7])(=[O:6])=[O:5].[C:8]([C:12]1[CH:17]=[CH:16][C:15]([C:18]2[CH:23]=[CH:22][CH:21]=[C:20]([CH:24]3[C:33]([CH3:35])([CH3:34])[CH2:32][C:31]4[C:26](=[C:27]([C:37](O)=[O:38])[CH:28]=[C:29]([Cl:36])[CH:30]=4)[NH:25]3)[CH:19]=2)=[CH:14][CH:13]=1)([CH3:11])([CH3:10])[CH3:9].C(N1C=CN=C1)(N1C=CN=C1)=O>CN(C)C=O>[C:8]([C:12]1[CH:17]=[CH:16][C:15]([C:18]2[CH:23]=[CH:22][CH:21]=[C:20]([CH:24]3[C:33]([CH3:35])([CH3:34])[CH2:32][C:31]4[C:26](=[C:27]([C:37]([NH:7][S:4]([CH3:3])(=[O:6])=[O:5])=[O:38])[CH:28]=[C:29]([Cl:36])[CH:30]=4)[NH:25]3)[CH:19]=2)=[CH:14][CH:13]=1)([CH3:11])([CH3:9])[CH3:10] |f:0.1|. Reported procedure: To a suspension of 60% sodium hydride (128 mg, 3.2 mmol) in N,N-dimethylformamide (1.5 mL) was added methanesulfonamide (314 mg, 3.3 mmol) at room temperature. The resulting mixture was stirred at 25° C. for 1 h. A solution of 2-(4′-tert-butyl-biphenyl-3-yl)-6-chloro-3,3-dimethyl-1,2,3,4-tetrahydro-quinoline-8-carboxylic acid (150 mg, 0.33 mmol) and 1,1′-carbonyldiimidazole (136 mg, 0.84 mmol) in N,N-dimethylformamide (2.0 mL) was stirred at 70° C. After stirring at 70° C. for 1 h, the above sus... Reactants: COc1ccc(N2CCN(C(=O)CC(C)C)CC2)cc1, COc1ccc(N2CCN(CCc3ccccc3)CC2)cc1. Yields the product CC(C)CC(=O)N1CCN(c2ccc(O)cc2)CC1. Reaction SMILES: [C:23]([CH2:24][CH:25]([CH3:26])[CH3:27])(=[O:28])[N:29]1[CH2:30][CH2:31][N:32]([c:35]2[cH:36][cH:37][c:38]([O:41][CH3:42])[cH:39][cH:40]2)[CH2:33][CH2:34]1.[CH3:1][O:2][c:3]1[cH:4][cH:5][c:6]([N:7]2[CH2:8][CH2:9][N:10]([CH2:11][CH2:12][c:13]3[cH:14][cH:15][cH:16][cH:17][cH:18]3)[CH2:19][CH2:20]2)[cH:21][cH:22]1>>[C:23]([CH2:24][CH:25]([CH3:26])[CH3:27])(=[O:28])[N:29]1[CH2:30][CH2:31][N:32]([c:35]2[cH:36][cH:37][c:38]([OH:41])[cH:39][cH:40]2)[CH2:33][CH2:34]1. The reactants are CC(C)Oc1ccc(-c2ncc(Br)s2)cc1Cl, CCc1c(C=COC)cccc1B1OC(C)(C)C(C)(C)O1, CN(C)C=O, [K+], [K+], [K+], O, O=P([O-])([O-])[O-], c1ccc(P(c2ccccc2)(c2ccccc2)[Pd](P(c2ccccc2)(c2ccccc2)c2ccccc2)(P(c2ccccc2)(c2ccccc2)c2ccccc2)P(c2ccccc2)(c2ccccc2)c2ccccc2)cc1. RXN SMILES: [Br:1][c:2]1[cH:3][n:4][c:5](-[c:7]2[cH:8][c:9]([Cl:17])[c:10]([O:13][CH:14]([CH3:15])[CH3:16])[cH:11][cH:12]2)[s:6]1.[CH2:18]([CH3:19])[c:20]1[c:21]([B:30]2[O:31][C:32]([CH3:33])([CH3:34])[C:35]([CH3:36])([CH3:37])[O:38]2)[cH:22][cH:23][cH:24][c:25]1[CH:26]=[CH:27][O:28][CH3:29].[CH3:47][N:48]([CH3:49])[CH:50]=[O:51].[K+:44].[K+:45].[K+:46].[OH2:52].[P:39]([O-:40])([O-:41])([O-:42])=[O:43].[cH:53]1[cH:54][cH:55][c:56]([P:57]([Pd:58]([P:59]([c:60]2[cH:61][cH:62][cH:63][cH:64][cH:65]2)([c:66]2[cH:67][cH:68][cH:69][cH:70][cH:71]2)[c:72]2[cH:73][cH:74][cH:75][cH:76][cH:77]2)([P:78]([c:79]2[cH:80][cH:81][cH:82][cH:83][cH:84]2)([c:85]2[cH:86][cH:87][cH:88][cH:89][cH:90]2)[c:91]2[cH:92][cH:93][cH:94][cH:95][cH:96]2)[P:97]([c:98]2[cH:99][cH:100][cH:101][cH:102][cH:103]2)([c:104]2[cH:105][cH:106][cH:107][cH:108][cH:109]2)[c:110]2[cH:111][cH:112][cH:113][cH:114][cH:115]2)([c:116]2[cH:117][cH:118][cH:119][cH:120][cH:121]2)[c:122]2[cH:123][cH:124][cH:125][cH:126][cH:127]2)[cH:128][cH:129]1>>[c:2]1(-[c:21]2[c:20]([CH2:18][CH3:19])[c:25]([CH:26]=[CH:27][O:28][CH3:29])[cH:24][cH:23][cH:22]2)[cH:3][n:4][c:5](-[c:7]2[cH:8][c:9]([Cl:17])[c:10]([O:13][CH:14]([CH3:15])[CH3:16])[cH:11][cH:12]2)[s:6]1. The product is CCc1c(C=COC)cccc1-c1cnc(-c2ccc(OC(C)C)c(Cl)c2)s1.